From a dataset of the Open Reaction Database (ORD), a public repository of structured organic reaction records. describe an organic reaction: reactants, conditions, products, and yield Starting materials: [Cr](=O)(=O)([O-])[O-].[Na+].[Na+] (sodium monochromate), Na2CO4, [Cr](=O)(=O)([O-])[O-] (chromate). Run in O (water). The product is [Cr](=O)(=O)([O-])O[Cr](=O)(=O)[O-].[Na+].[Na+] (sodium dichromate). As a reaction SMILES: [Cr:1]([O-:5])([O-:4])(=[O:3])=[O:2].[Na+:6].[Na+].[Cr:8]([O-])([O-:11])(=[O:10])=[O:9]>O>[Cr:1]([O:5][Cr:8]([O-:11])(=[O:10])=[O:9])([O-:4])(=[O:3])=[O:2].[Na+:6].[Na+:6] |f:0.1.2,5.6.7|. Reported procedure: A sodium monochromate solution containing from 300 to 500 g/l Na2CO4 is obtained by leaching the furnace clinker leaving the roasting furnace with water or a chromate containing aqueous solution, adjusting the pH value of the mash from 7 to 9.5 and removing the insoluble constituents by filtration. The pH value is generally adjusted with sulfuric acid and/or with sodium dichromate solution. To produce sodium dichromate, the monochromate ions of the solution are converted into dichromate ions eit... Reactants: C(C)(C)(C)OC(NC1=CC=C(C=C1)CC(NC=1C(N(C(N(C1N)CC1CC1)=O)CC1=C(C=CC=C1)F)=O)=O)=O ((4-{[6-amino-1-cyclopropylmethyl-3-(2-fluoro-benzyl)-2,4-dioxo-1,2,3,4-tetrahydro-pyrimidin-5-ylcarbamoyl]-methyl}-phenyl)-carbamic acid tert-butyl ester), Cl (hydrochloric acid). The solvent is O1CCOCC1 (dioxane). Reaction conditions: temperature 0 celsius. Product: Cl.NC1=C(C(N(C(N1CC1CC1)=O)CC1=C(C=CC=C1)F)=O)NC(CC1=CC=C(C=C1)N)=O (N-[6-amino-1-cyclopropylmethyl-3-(2-fluoro-benzyl)-2,4-dioxo-1,2,3,4-tetrahydro-pyrimidin-5-yl]-2-(4-amino-phenyl)-acetamide, hydrochloride salt). Isolated yield 89.0%. Reaction SMILES: C(OC(=O)[NH:7][C:8]1[CH:13]=[CH:12][C:11]([CH2:14][C:15](=[O:38])[NH:16][C:17]2[C:18](=[O:37])[N:19]([CH2:29][C:30]3[CH:35]=[CH:34][CH:33]=[CH:32][C:31]=3[F:36])[C:20](=[O:28])[N:21]([CH2:24][CH:25]3[CH2:27][CH2:26]3)[C:22]=2[NH2:23])=[CH:10][CH:9]=1)(C)(C)C.[ClH:40]>O1CCOCC1>[ClH:40].[NH2:23][C:22]1[N:21]([CH2:24][CH:25]2[CH2:27][CH2:26]2)[C:20](=[O:28])[N:19]([CH2:29][C:30]2[CH:35]=[CH:34][CH:33]=[CH:32][C:31]=2[F:36])[C:18](=[O:37])[C:17]=1[NH:16][C:15](=[O:38])[CH2:14][C:11]1[CH:10]=[CH:9][C:8]([NH2:7])=[CH:13][CH:12]=1 |f:3.4|. Procedure details: A solution of (4-{[6-amino-1-cyclopropylmethyl-3-(2-fluoro-benzyl)-2,4-dioxo-1,2,3,4-tetrahydro-pyrimidin-5-ylcarbamoyl]-methyl}-phenyl)-carbamic acid tert-butyl ester (2.20 g, 4.10 mmol) in a solution of a 4.0N aqueous hydrochloric acid solution in dioxane (37.0 mL) was stirred at 25° C. for 1 h. A suspension formed during this time. The reaction mixture was cooled to 0° C. The resulting solid was collected by filtration, washed with dioxane and cold diethyl ether, and dried in vacuo to afford ... Starting materials: C[O-], CO, BrCC1CCCC1, [Na+], Sc1nc[nH]n1. Yields the product c1nc(SCC2CCCC2)n[nH]1. Reaction SMILES: [CH3:14][O-:15].[CH3:17][OH:18].[CH:1]1([CH2:6][Br:7])[CH2:2][CH2:3][CH2:4][CH2:5]1.[Na+:16].[nH:8]1[n:9][c:10]([SH:13])[n:11][cH:12]1>>[CH:1]1([CH2:6][S:13][c:10]2[n:9][nH:8][cH:12][n:11]2)[CH2:2][CH2:3][CH2:4][CH2:5]1. Reactants: C(C)(C)C1=C(C(=CC=C1)C(C)C)NS(=O)(=O)CC(=O)NC=1N=NN(N1)CCCCCCCCCCCC (2-(2,6-Diisopropyl-phenylsulfamoyl)-N-(dodecyl-2-H-tetrazol-5-yl)-acetamide), C(CCCCCCC)O (octanol). Yields the product C(CCCCCCC)OC(CS(NC1=C(C=CC=C1C(C)C)C(C)C)(=O)=O)=O ((2,6-Diisopropylphenylsulfamoyl)-acetic Acid Octyl Ester). Reaction SMILES: [CH:1]([C:4]1[CH:9]=[CH:8][CH:7]=[C:6]([CH:10]([CH3:12])[CH3:11])[C:5]=1[NH:13][S:14]([CH2:17][C:18](NC1N=NN(CCCCCCCCCCCC)N=1)=[O:19])(=[O:16])=[O:15])([CH3:3])[CH3:2].[CH2:38]([OH:46])[CH2:39][CH2:40][CH2:41][CH2:42][CH2:43][CH2:44][CH3:45]>>[CH2:38]([O:46][C:18](=[O:19])[CH2:17][S:14](=[O:15])(=[O:16])[NH:13][C:5]1[C:6]([CH:10]([CH3:12])[CH3:11])=[CH:7][CH:8]=[CH:9][C:4]=1[CH:1]([CH3:2])[CH3:3])[CH2:39][CH2:40][CH2:41][CH2:42][CH2:43][CH2:44][CH3:45]. Procedure: This compound was prepared in the same manner as for the title compound of Example 2, except that 2-DAT was replaced with octanol, mp 56°-58° C. Reactants: O=C(OC1CC=CCC1C(=O)O)c1ccccc1, C=[N+]=[N-]. Yields the product COC(=O)C1CC=CCC1OC(=O)c1ccccc1. RXN SMILES: [C:1]([c:2]1[cH:3][cH:4][cH:5][cH:6][cH:7]1)(=[O:8])[O:9][CH:10]1[CH:11]([C:16](=[O:17])[OH:18])[CH2:12][CH:13]=[CH:14][CH2:15]1.[N+:19](=[N-:20])=[CH2:21]>>[C:1]([c:2]1[cH:3][cH:4][cH:5][cH:6][cH:7]1)(=[O:8])[O:9][CH:10]1[CH:11]([C:16](=[O:17])[O:18][CH3:21])[CH2:12][CH:13]=[CH:14][CH2:15]1.